Dataset: the Open Reaction Database (ORD), a public repository of structured organic reaction records. Task: describe an organic reaction: reactants, conditions, products, and yield Starting materials: O=C(C=CC=1C=C(C(=O)O)C=CC1)C1=CC=CC=C1 (3-(3-oxo-3-phenyl-1-propenyl)-benzoic acid), CO (methanol). Reagents/catalysts: S(O)(O)(=O)=O (sulfuric acid). The product is O=C(C=CC=1C=C(C(=O)OC)C=CC1)C1=CC=CC=C1 (3-(3-Oxo-3-phenyl-1-propenyl)-benzoic acid, methyl ester). Reaction SMILES: [O:1]=[C:2]([C:14]1[CH:19]=[CH:18][CH:17]=[CH:16][CH:15]=1)[CH:3]=[CH:4][C:5]1[CH:6]=[C:7]([CH:11]=[CH:12][CH:13]=1)[C:8]([OH:10])=[O:9].[CH3:20]O>S(=O)(=O)(O)O>[O:1]=[C:2]([C:14]1[CH:19]=[CH:18][CH:17]=[CH:16][CH:15]=1)[CH:3]=[CH:4][C:5]1[CH:6]=[C:7]([CH:11]=[CH:12][CH:13]=1)[C:8]([O:10][CH3:20])=[O:9]. Reported procedure: A slurry of 3-(3-oxo-3-phenyl-1-propenyl)-benzoic acid (2.84 g, 11.26 mmol) in methanol (150 mL) is treated with a few drops of sulfuric acid and heated under reflux for 8 hours. Upon cooling, a solid forms which is collected by filtration and washed thoroughly with methanol to provide 0.9 g of the title compound.